Dataset: the Open Reaction Database (ORD), a public repository of structured organic reaction records. Task: describe an organic reaction: reactants, conditions, products, and yield Reactants: C(C1=CN=CC=C1)(=O)OC (methyl nicotinate), C(CCC)[Li] (n-butyl lithium), hexanes, CP(OC)(OC)=O (dimethyl methylphosphonate). Run in C1CCOC1 (THF), C1CCOC1 (THF). Conditions: temperature 0 celsius, time 30 minute. The product is O=C(CP(OC)(OC)=O)C=1C=NC=CC1 (Dimethyl (2-oxo-2-(3-pyridyl)ethyl)phosphonate). The yield is 90.9%. RXN SMILES: C([Li])CCC.[CH3:6][P:7](=[O:12])([O:10][CH3:11])[O:8][CH3:9].[C:13](OC)(=[O:20])[C:14]1[CH:19]=[CH:18][CH:17]=[N:16][CH:15]=1>C1COCC1>[O:20]=[C:13]([C:14]1[CH:15]=[N:16][CH:17]=[CH:18][CH:19]=1)[CH2:6][P:7](=[O:12])([O:10][CH3:11])[O:8][CH3:9]. Procedure details: A solution of n-butyl lithium in hexanes (9.0 mL, 1.6 M, 14 mmol) was added over 10 min. to a solution of dimethyl methylphosphonate (1.50 mL, 1.72 g, 13.8 mmol) in THF (60 mL) cooled in a dry ice/isopropanol bath. After 30 min., a solution of methyl nicotinate (757 mg, 5.52 mmol) in THF (6 mL) was added over 2 min. The solution was stirred in the cooling bath for 45 min. before being allowed to warm to 0° C. over 1 h. The reaction was quenched with saturated aq. NH4Cl (50 mL) and then partition... As a reaction SMILES: [CH3:1][C:2]1[C:3]([CH2:14][S:15][C:16]2[NH:17][C:18]3[CH:24]=[CH:23][CH:22]=[CH:21][C:19]=3[N:20]=2)=[N:4][CH:5]=[CH:6][C:7]=1[O:8][CH2:9][C:10]([F:13])([F:12])[F:11].O.C(C(C(C(OCC)=O)O)O)(OCC)=[O:27].C(N(C(C)C)CC)(C)C.S([O-])([O-])(=O)=S.[Na+].[Na+]>CC(C)[O-].[Ti+4].CC(C)[O-].CC(C)[O-].CC(C)[O-].C1(C)C=CC=CC=1>[CH3:1][C:2]1[C:3]([CH2:14][S@:15]([C:16]2[NH:20][C:19]3[CH:21]=[CH:22][CH:23]=[CH:24][C:18]=3[N:17]=2)=[O:27])=[N:4][CH:5]=[CH:6][C:7]=1[O:8][CH2:9][C:10]([F:12])([F:11])[F:13] |f:4.5.6,7.8.9.10.11|. Reactants: CC=1C(=NC=CC1OCC(F)(F)F)CSC=1NC2=C(N1)C=CC=C2 (2-[[[3-methyl-4-(2,2,2-trifluoroethoxy)-2-pyridyl]methyl]thio]benzimidazole), O (water), C(=O)(OCC)C(O)C(O)C(=O)OCC ((+)-diethyl tartrate), C(C)(C)N(CC)C(C)C (diisopropylethylamine), S(=S)(=O)([O-])[O-].[Na+].[Na+] (sodium thiosulfate). Procedure details: In a stream of nitrogen, 2-[[[3-methyl-4-(2,2,2-trifluoroethoxy)-2-pyridyl]methyl]thio]benzimidazole (4.5 kg, 12.7 mol, water content of 1.89 g), toluene (22 L), water (25 g, 1.39 mol, total water content of 1.49 mol) and (+)-diethyl tartrate (0.958 L, 5.60 mol) were mixed. In a stream of nitrogen, to the mixture was added titanium(IV) isopropoxide (0.747 L, 2.53 mol) at 50 to 60° C., and stirred for 30 minutes at the same temperature. In a stream of nitrogen, to the resulting mixture liquid was... Reagents/catalysts: CC([O-])C.[Ti+4].CC([O-])C.CC([O-])C.CC([O-])C (titanium(IV) isopropoxide). Run at time 30 minute. Yield: 164.4%. The product is CC=1C(=NC=CC1OCC(F)(F)F)C[S@@](=O)C=1NC2=C(N1)C=CC=C2 ((R)-2-[[[3-methyl-4-(2,2,2-trifluoroethoxy)-2-pyridyl]methyl]sulfinyl]benzimidazole). Solvent: C1(=CC=CC=C1)C (toluene). Starting materials: C(C)OC(CCCOC1=C(C(=CC=C1)CCCCCCOC=1C=C(C=C(C1)S(=O)(=O)CCC)C1=CC(=C(C=C1)F)F)CCC(=O)OCC)=O (4-[2-(2-ethoxycarbonyl-ethyl)-3-[6-(5-(propane-1-sulfonyl)-3′,4′-difluoro-biphenyl-3-yloxy)-hexyl]-phenoxy]-butyric acid ethyl ester), [OH-].[Na+] (sodium hydroxide). The product is C(=O)(O)CCC1=C(OCCCC(=O)O)C=CC=C1CCCCCCOC=1C=C(C=C(C1)S(=O)(=O)CCC)C1=CC(=C(C=C1)F)F (4-[2-(2-carboxy-ethyl)-3-[6-(5-(propane-1-sulfonyl)-3′,4′-difluoro-biphenyl-3-yloxy)-hexyl]-phenoxy]-butyric acid). Isolated yield 44.8%. RXN SMILES: C([O:3][C:4](=[O:49])[CH2:5][CH2:6][CH2:7][O:8][C:9]1[CH:14]=[CH:13][CH:12]=[C:11]([CH2:15][CH2:16][CH2:17][CH2:18][CH2:19][CH2:20][O:21][C:22]2[CH:23]=[C:24]([C:34]3[CH:39]=[CH:38][C:37]([F:40])=[C:36]([F:41])[CH:35]=3)[CH:25]=[C:26]([S:28]([CH2:31][CH2:32][CH3:33])(=[O:30])=[O:29])[CH:27]=2)[C:10]=1[CH2:42][CH2:43][C:44]([O:46]CC)=[O:45])C.[OH-].[Na+]>>[C:44]([CH2:43][CH2:42][C:10]1[C:11]([CH2:15][CH2:16][CH2:17][CH2:18][CH2:19][CH2:20][O:21][C:22]2[CH:23]=[C:24]([C:34]3[CH:39]=[CH:38][C:37]([F:40])=[C:36]([F:41])[CH:35]=3)[CH:25]=[C:26]([S:28]([CH2:31][CH2:32][CH3:33])(=[O:29])=[O:30])[CH:27]=2)=[CH:12][CH:13]=[CH:14][C:9]=1[O:8][CH2:7][CH2:6][CH2:5][C:4]([OH:49])=[O:3])([OH:46])=[O:45] |f:1.2|. Procedure details: A similar procedure as described in Example 40, step 8 was used, starting from 4-[2-(2-ethoxycarbonyl-ethyl)-3-[6-(5-(propane-1-sulfonyl)-3′,4′-difluoro-biphenyl-3-yloxy)-hexyl]-phenoxy]-butyric acid ethyl ester (130 mg, 0.19 mmol) and 1.0 N aqueous sodium hydroxide (1.9 mL) to afford 4-[2-(2-carboxy-ethyl)-3-[6-(5-(propane-1-sulfonyl)-3′,4′-difluoro-biphenyl-3-yloxy)-hexyl]-phenoxy]-butyric acid (55 mg, 46%) as an amorphous white solid: ES(+)-HRMS m/e calcd for C34H40F2O8S (M+Na)+ 669.2304, fou... Reactants: ClC=1C(=CC=2C(=NC=3N(C=C(C(C3C2)=O)C(=O)OCC)C)C1)F (8-chloro-3-ethoxycarbonyl-7-fluoro-1-methyl-4-oxo-1,4-dihydro-benzo[b][1,8]naphthyridine), aqueous solution. Run in C(C)(=O)O (acetic acid), Cl (hydrochloric acid). Reaction conditions: time 4 hour. Yields the product ClC=1C(=CC=2C(=NC=3N(C=C(C(C3C2)=O)C(=O)O)C)C1)F (8-chloro-7-fluoro-1-methyl-4-oxo-1,4-dihydro-benzo[b][1,8]naphthyridine-3-carboxylic acid). The yield is 92.4%. As a reaction SMILES: [Cl:1][C:2]1[C:3]([F:23])=[CH:4][C:5]2[C:6]([CH:22]=1)=[N:7][C:8]1[N:9]([CH3:21])[CH:10]=[C:11]([C:16]([O:18]CC)=[O:17])[C:12](=[O:15])[C:13]=1[CH:14]=2>C(O)(=O)C.Cl>[Cl:1][C:2]1[C:3]([F:23])=[CH:4][C:5]2[C:6]([CH:22]=1)=[N:7][C:8]1[N:9]([CH3:21])[CH:10]=[C:11]([C:16]([OH:18])=[O:17])[C:12](=[O:15])[C:13]=1[CH:14]=2. Procedure: A suspension of 15 g of 8-chloro-3-ethoxycarbonyl-7-fluoro-1-methyl-4-oxo-1,4-dihydro-benzo[b][1,8]naphthyridine in 150 cm3 of acetic acid and 50 cm3 of hydrochloric acid as a 17.5% aqueous solution is heated at a temperature close to 100° C., with stirring, for 4 hours. After cooling to a temperature close to 20° C., the product is drained and washed with twice 150 cm3 of ethanol and then twice 100 cm3 of diethyl ether. 12.7 g of 8-chloro-7-fluoro-1-methyl-4-oxo-1,4-dihydro-benzo[b][1,8]naphthy... The yield is 68.9%. Starting materials: O.O.O.O.O.[OH-].C[N+](C)(C)C (tetramethylammonium hydroxide pentahydrate), CN(C)C=O (DMF), C(C)(=O)O (acetic acid), C(C)OC(=O)C1=CC=C(C=C1)C1=CC=C(C=C1)OCCCCCCCCCCCCCCCCBr (4'-(16-bromohexadecyloxy)biphenyl-4-carboxylic acid ethyl ester). Run in CCOCC (ether). Reaction SMILES: O.O.O.O.O.[OH-].C[N+](C)(C)C.CN(C=O)C.[C:17]([OH:20])(=[O:19])[CH3:18].[CH2:21]([O:23][C:24]([C:26]1[CH:31]=[CH:30][C:29]([C:32]2[CH:37]=[CH:36][C:35]([O:38][CH2:39][CH2:40][CH2:41][CH2:42][CH2:43][CH2:44][CH2:45][CH2:46][CH2:47][CH2:48][CH2:49][CH2:50][CH2:51][CH2:52][CH2:53][CH2:54]Br)=[CH:34][CH:33]=2)=[CH:28][CH:27]=1)=[O:25])[CH3:22]>CCOCC>[CH2:21]([O:23][C:24]([C:26]1[CH:31]=[CH:30][C:29]([C:32]2[CH:37]=[CH:36][C:35]([O:38][CH2:39][CH2:40][CH2:41][CH2:42][CH2:43][CH2:44][CH2:45][CH2:46][CH2:47][CH2:48][CH2:49][CH2:50][CH2:51][CH2:52][CH2:53][CH2:54][O:20][C:17](=[O:19])[CH3:18])=[CH:34][CH:33]=2)=[CH:28][CH:27]=1)=[O:25])[CH3:22] |f:0.1.2.3.4.5.6|. Reaction conditions: time 1 hour. Reported procedure: 60 m moles(10.9 g) of tetramethylammonium hydroxide pentahydrate was added into a DMF solution of 60 m moles(3.6 g) of acetic acid, stirred for one hour, then 50 m moles(27.3 g) of the above 4'-(16-bromohexadecyloxy)biphenyl-4-carboxylic acid ethyl ester was added, and stirred for 12 hours. The reaction solution was ether extracted and concentrated, then purified by column chromatography to obtain 18.1 g of 4'-(16-acetyloxyhexadecyloxy)biphenyl-4-carboxylic acid ethyl ester. (yield: 69%) Product: C(C)OC(=O)C1=CC=C(C=C1)C1=CC=C(C=C1)OCCCCCCCCCCCCCCCCOC(C)=O (4'-(16-acetyloxyhexadecyloxy)biphenyl-4-carboxylic acid ethyl ester). The reactants are N(=O)[O-].[Na+] (sodium nitrite), ClC=1C=CC(=NC1)N (5-chloro-2-aminopyridine), S(O)(O)(=O)=O (sulfuric acid), [N+](=O)(O)[O-] (nitric acid), ice water. The solvent is O (water). Conditions: time 1 hour. Yields the product ClC=1C=C(C(=NC1)O)[N+](=O)[O-] (5-chloro-2-hydroxy-3-nitropyridine). The yield is 80.5%. RXN SMILES: [Cl:1][C:2]1[CH:3]=[CH:4][C:5](N)=[N:6][CH:7]=1.S(=O)(=O)(O)O.[N:14]([O-:16])=[O:15].[Na+].[N+]([O-])(O)=[O:19]>O>[Cl:1][C:2]1[CH:3]=[C:4]([N+:14]([O-:16])=[O:15])[C:5]([OH:19])=[N:6][CH:7]=1 |f:2.3|. Procedure: 321 g of 5-chloro-2-aminopyridine are added dropwise to 1.25 l of concentrated sulfuric acid. The reaction mixture is then stirred until the educt has completely dissolved. Then 172.5 g of sodium nitrite, dissolved in 240 ml of water, are added at a temperature of 40°-45° C. and the reaction mixture is stirred for 15 minutes. Subsequently 125 ml of 100% nitric acid are added dropwise at 50° C. over 40 minutes. The reaction mixture is kept for 1 hour at 55° C. and then poured onto 5 kg of ice-wat... The reactants are C(C)OC(=O)C=1NC2=CC(=CC=C2C1)Br (6-bromo-1H-indole-2-carboxylic acid ethyl ester), C(C)(C)(C)OC(=O)N1S(O[C@H](C1)C)(=O)=O ((S)-5-methyl-2,2-dioxo-[1,2,3]oxathiazolidine-3-carboxylic acid tert-butyl ester). Product: C(C)OC(=O)C=1N(C2=CC(=CC=C2C1)Br)[C@@H](CNC(=O)OC(C)(C)C)C ((R)-6-Bromo-1-(2-tert-butoxycarbonylamino-1-methyl-ethyl)-1H-indole-2-carboxylic acid ethyl ester). As a reaction SMILES: [CH2:1]([O:3][C:4]([C:6]1[NH:7][C:8]2[C:13]([CH:14]=1)=[CH:12][CH:11]=[C:10]([Br:15])[CH:9]=2)=[O:5])[CH3:2].[C:16]([O:20][C:21]([N:23]1[CH2:27][C@H:26]([CH3:28])OS1(=O)=O)=[O:22])([CH3:19])([CH3:18])[CH3:17]>>[CH2:1]([O:3][C:4]([C:6]1[N:7]([C@H:26]([CH3:28])[CH2:27][NH:23][C:21]([O:20][C:16]([CH3:19])([CH3:18])[CH3:17])=[O:22])[C:8]2[C:13]([CH:14]=1)=[CH:12][CH:11]=[C:10]([Br:15])[CH:9]=2)=[O:5])[CH3:2]. Reported procedure: The title compound, ISP-MS: m/e=425.3, 427.3 (M+H+), was prepared in accordance with the general method of example 12b) from 6-bromo-1H-indole-2-carboxylic acid ethyl ester and (S)-5-methyl-2,2-dioxo-[1,2,3]oxathiazolidine-3-carboxylic acid tert-butyl ester. Starting materials: [OH-].[Na+] (sodium hydroxide), OC1=CC=C(C=C1)C1=CC=C(C=C1)O (4,4'-dihydroxybiphenyl), COCCOCCOC (diethylene glycol dimethyl ether), C1CO1 (ethylene oxide). Product: OCCOC1=CC=C(C=C1)C1=CC=C(C=C1)OCCO (4,4'-bis(2-hydroxyethoxy)biphenyl). RXN SMILES: [OH:1][C:2]1[CH:7]=[CH:6][C:5]([C:8]2[CH:13]=[CH:12][C:11]([OH:14])=[CH:10][CH:9]=2)=[CH:4][CH:3]=1.[OH-].[Na+].[CH2:17]1[O:19][CH2:18]1.C[O:21][CH2:22][CH2:23]OCCOC>>[OH:21][CH2:22][CH2:23][O:1][C:2]1[CH:3]=[CH:4][C:5]([C:8]2[CH:13]=[CH:12][C:11]([O:14][CH2:18][CH2:17][OH:19])=[CH:10][CH:9]=2)=[CH:6][CH:7]=1 |f:1.2|. Procedure details: 1.5 mol (280 g) of 4,4'-dihydroxybiphenyl is dissolved in 1,263 g of diethylene glycol dimethyl ether and, after adding catalytic amounts of sodium hydroxide, oxethylated with ethylene oxide in the manner described in Example 2.1 at 170° C. to obtain 4,4'-bis(2-hydroxyethoxy)biphenyl. After subjecting the reaction mixture to an analogous working up step, the diol is obtained, mp 201°-202° C. (from tetrahydrofuran/cyclohexanone). The 1H NMR spectrum confirms the constitution of the diol. Starting materials: C1CCOC1, CCCN1CCCC2CCC(=O)CC21, CC(=O)[O-], CCOC=O, Cl, [K], N#N, Nc1ccccc1, [Na+], O. The product is CCCN1CCCC2CC(=NNc3ccccc3)C(=O)CC21. As a reaction SMILES: [CH2:36]1[O:37][CH2:38][CH2:39][CH2:40]1.[CH2:6]([CH2:7][CH3:8])[N:9]1[CH2:10][CH2:11][CH2:12][CH:13]2[CH2:14][CH2:15][C:16](=[O:19])[CH2:17][CH:18]12.[CH3:23][C:24](=[O:25])[O-:26].[CH:1]([O:2][CH2:3][CH3:4])=[O:5].[ClH:21].[K:20].[N:34]#[N:35].[NH2:27][c:28]1[cH:29][cH:30][cH:31][cH:32][cH:33]1.[Na+:22].[OH2:41]>>[CH2:6]([CH2:7][CH3:8])[N:9]1[CH2:10][CH2:11][CH2:12][CH:13]2[CH2:14][C:15](=[N:34][NH:27][c:28]3[cH:29][cH:30][cH:31][cH:32][cH:33]3)[C:16](=[O:19])[CH2:17][CH:18]12.